From a dataset of the Open Reaction Database (ORD), a public repository of structured organic reaction records. describe an organic reaction: reactants, conditions, products, and yield The reactants are C(C(C)C)OC(\C=C(\C)/Cl)=O (3-chlorocrotonic acid isobutyl ester), N1N=CN=C1 (1,2,4-triazole), C([O-])([O-])=O.[K+].[K+] (potassium carbonate). The solvent is C(C)#N (acetonitrile). Yields the product C(C(C)C)OC(\C=C(\C)/N1N=CN=C1)=O (3-(1,2,4-triazol-1-yl)-crotonic acid isobutyl ester). Reaction SMILES: [CH2:1]([O:5][C:6](=[O:11])/[CH:7]=[C:8](\Cl)/[CH3:9])[CH:2]([CH3:4])[CH3:3].[NH:12]1[CH:16]=[N:15][CH:14]=[N:13]1.C(=O)([O-])[O-].[K+].[K+]>C(#N)C>[CH2:1]([O:5][C:6](=[O:11])/[CH:7]=[C:8](\[N:12]1[CH:16]=[N:15][CH:14]=[N:13]1)/[CH3:9])[CH:2]([CH3:4])[CH3:3] |f:2.3.4|. Procedure: 0.1 Mol (17.7 g) of 3-chlorocrotonic acid isobutyl ester in 100 ml acetonitrile, 012 mol (8.3 g) of 1,2,4-triazole and 0.12 mol (16.5 g) of anhydrous potassium carbonate were refluxed for 5 hours. After removal of the solvent under reduced presure, the reaction mixture was cooled, water was added and the resulting mixture was extracted with methylene chloride. After distillation of the methylene chloride under reduced pressure, the 3-(1,2,4-triazol-1-yl)-crotonic acid isobutyl ester was obtained... Reactants: BrC=1C=CC2=C(C(=NCC=3N2C(=NN3)CCl)C3=C(C=CC=C3)Cl)C1 (8-bromo-1-(chloromethyl)-6-(o-chlorophenyl)-4H-s-triazolo[4,3-a]-[1,4]benzodiazepine), C(C)N(O)CC (N,N-diethylhydroxylamine), [H-].[Na+] (sodium hydride). Run in CN(C=O)C (dimethylformamide). Product: BrC=1C=CC2=C(C(=NCC=3N2C(=NN3)CN(CC)CC)C3=C(C=CC=C3)Cl)C1 (8-bromo-1-[(diethylamino)methyl]-6-(o-chlorophenyl)-4H-s-triazolo[4,3-a][1,4]benzodiazepine), oxide. RXN SMILES: [Br:1][C:2]1[CH:3]=[CH:4][C:5]2[N:11]3[C:12]([CH2:15]Cl)=[N:13][N:14]=[C:10]3[CH2:9][N:8]=[C:7]([C:17]3[CH:22]=[CH:21][CH:20]=[CH:19][C:18]=3[Cl:23])[C:6]=2[CH:24]=1.[CH2:25]([N:27]([CH2:29][CH3:30])O)[CH3:26].[H-].[Na+]>CN(C)C=O>[Br:1][C:2]1[CH:3]=[CH:4][C:5]2[N:11]3[C:12]([CH2:15][N:27]([CH2:29][CH3:30])[CH2:25][CH3:26])=[N:13][N:14]=[C:10]3[CH2:9][N:8]=[C:7]([C:17]3[CH:22]=[CH:21][CH:20]=[CH:19][C:18]=3[Cl:23])[C:6]=2[CH:24]=1 |f:2.3|. Procedure: In the manner given in Example 15, 8-bromo-1-(chloromethyl)-6-(o-chlorophenyl)-4H-s-triazolo[4,3-a]-[1,4]benzodiazepine is treated with a cold mixture of N,N-diethylhydroxylamine and sodium hydride in dimethylformamide to give 8-bromo-1-[(diethylamino)methyl]-6-(o-chlorophenyl)-4H-s-triazolo[4,3-a][1,4]benzodiazepine, N1 -oxide. Reactants: CC1(C)OB(c2cccc3[nH]ncc23)OC1(C)C, CS(=O)(=O)CCNCc1cc2nc(Cl)nc(N3CCOCC3)c2s1. Product: CS(=O)(=O)CCNCc1cc2nc(-c3cccc4[nH]ncc34)nc(N3CCOCC3)c2s1. Reaction SMILES: [CH3:25][C:26]1([CH3:27])[C:28]([CH3:29])([CH3:30])[O:31][B:32]([c:33]2[c:34]3[cH:35][n:36][nH:37][c:38]3[cH:39][cH:40][cH:41]2)[O:42]1.[Cl:1][c:2]1[n:3][c:4]([N:19]2[CH2:20][CH2:21][O:22][CH2:23][CH2:24]2)[c:5]2[c:6]([n:7]1)[cH:8][c:9]([CH2:11][NH:12][CH2:13][CH2:14][S:15](=[O:16])(=[O:17])[CH3:18])[s:10]2>>[c:2]1(-[c:33]2[c:34]3[cH:35][n:36][nH:37][c:38]3[cH:39][cH:40][cH:41]2)[n:3][c:4]([N:19]2[CH2:20][CH2:21][O:22][CH2:23][CH2:24]2)[c:5]2[c:6]([n:7]1)[cH:8][c:9]([CH2:11][NH:12][CH2:13][CH2:14][S:15](=[O:16])(=[O:17])[CH3:18])[s:10]2.